Task: describe an organic reaction: reactants, conditions, products, and yield. Dataset: the Open Reaction Database (ORD), a public repository of structured organic reaction records The reactants are d,1-2,3-dihydro-5-methoxy-1H-indole-2-carboxylic acid ethyl ester, Cl (hydrogen chloride), C(=O)=O (dry ice), C(C)OC(=O)C=1NC2=CC=C(C=C2C1)OC (5-methoxyindole-2-carboxylic acid ethyl ester), [Sn] (tin). The solvent is C(C)O (ethanol), C(C)O (ethanol). Reaction conditions: time 1 hour. Yields the product C(C)OC(=O)C1NC2=CC=C(C=C2C1)OC (2,3-Dihydro-5-methoxy-1H-indole-2-carboxylic acid ethyl ester). RXN SMILES: Cl.[CH2:2]([O:4][C:5]([C:7]1[NH:8][C:9]2[C:14]([CH:15]=1)=[CH:13][C:12]([O:16][CH3:17])=[CH:11][CH:10]=2)=[O:6])[CH3:3].[Sn].C(=O)=O>C(O)C>[CH2:2]([O:4][C:5]([CH:7]1[CH2:15][C:14]2[C:9](=[CH:10][CH:11]=[C:12]([O:16][CH3:17])[CH:13]=2)[NH:8]1)=[O:6])[CH3:3] |^3:17|. Procedure details: A three neck 3-liter round bottom flask equipped with a mechanical stirrer, water condenser, and a gas inlet tube was charged with 500 ml. of absolute ethanol and chilled in a dry ice-acetone bath. Dry hydrogen chloride gas was added at a rapid rate for 0.5 hours. Fifty grams of 5-methoxyindole-2-carboxylic acid ethyl ester (B. Heath-Brown and P. G. Philpott, J. Chem. Soc. 1965, 7185) followed by 100 g. of tin metal (30 mesh) were added to the solution with stirring. With the dry ice bath in pla...